Dataset: the Open Reaction Database (ORD), a public repository of structured organic reaction records. Task: describe an organic reaction: reactants, conditions, products, and yield Reactants: Cc1ccccc1, CCOC(C)=O, CC(C)c1cccc(C(C)C)c1NC(=O)CS(=O)(=O)CCCl, c1ccc(N2CCNCC2)cc1. Product: CC(C)c1cccc(C(C)C)c1NC(=O)CS(=O)(=O)CCN1CCN(c2ccccc2)CC1, Cl. RXN SMILES: [CH3:35][c:36]1[cH:37][cH:38][cH:39][cH:40][cH:41]1.[CH3:42][CH2:43][O:44][C:45](=[O:46])[CH3:47].[CH:1]([CH3:2])([CH3:3])[c:4]1[c:5]([NH:13][C:14]([CH2:15][S:16](=[O:17])(=[O:18])[CH2:19][CH2:20][Cl:21])=[O:22])[c:6]([CH:10]([CH3:11])[CH3:12])[cH:7][cH:8][cH:9]1.[c:23]1([N:29]2[CH2:30][CH2:31][NH:32][CH2:33][CH2:34]2)[cH:24][cH:25][cH:26][cH:27][cH:28]1>>[CH:1]([CH3:2])([CH3:3])[c:4]1[c:5]([NH:13][C:14]([CH2:15][S:16](=[O:17])(=[O:18])[CH2:19][CH2:20][N:32]2[CH2:31][CH2:30][N:29]([c:23]3[cH:24][cH:25][cH:26][cH:27][cH:28]3)[CH2:34][CH2:33]2)=[O:22])[c:6]([CH:10]([CH3:11])[CH3:12])[cH:7][cH:8][cH:9]1.[ClH:21].